Task: describe an organic reaction: reactants, conditions, products, and yield. Dataset: the Open Reaction Database (ORD), a public repository of structured organic reaction records Starting materials: acyl azide, C1(=CC=CC=C1)C1C(NNC1C1=CC=CC=C1)=O (4,5-diphenyl-3-pyrazolidinone), C(C1=CC=CC=C1)OC1=CC=C(C(=O)O)C=C1 (4-Benzyloxybenzoic acid), C(C(=O)Cl)(=O)Cl (oxalyl chloride), [N-]=[N+]=[N-].[Na+] (NaN3). Solvent: O (H2O), C1(=CC=CC=C1)C (toluene). Run at time 1 hour. Yields the product C(C1=CC=CC=C1)OC1=CC=C(C=C1)NC(=O)N1NC(C(C1C1=CC=CC=C1)C1=CC=CC=C1)=O (1-[(4-Benzyloxyphenyl)aminocarbonyl]-4,5-diphenyl-3-pyrazolidinone). The yield is 52.0%. RXN SMILES: [CH2:1]([O:8][C:9]1[CH:17]=[CH:16][C:12](C(O)=O)=[CH:11][CH:10]=1)[C:2]1[CH:7]=[CH:6][CH:5]=[CH:4][CH:3]=1.[C:18](Cl)(=[O:22])C(Cl)=O.[N-:24]=[N+]=[N-].[Na+].[C:28]1([CH:34]2[CH:38]([C:39]3[CH:44]=[CH:43][CH:42]=[CH:41][CH:40]=3)[NH:37][NH:36][C:35]2=[O:45])[CH:33]=[CH:32][CH:31]=[CH:30][CH:29]=1>C1(C)C=CC=CC=1.O>[CH2:1]([O:8][C:9]1[CH:10]=[CH:11][C:12]([NH:24][C:18]([N:37]2[CH:38]([C:39]3[CH:40]=[CH:41][CH:42]=[CH:43][CH:44]=3)[CH:34]([C:28]3[CH:29]=[CH:30][CH:31]=[CH:32][CH:33]=3)[C:35](=[O:45])[NH:36]2)=[O:22])=[CH:16][CH:17]=1)[C:2]1[CH:3]=[CH:4][CH:5]=[CH:6][CH:7]=1 |f:2.3|. Procedure details: 4-Benzyloxybenzoic acid (2.0 g, 8.8 mmol) was suspended in 50 mL toluene with oxalyl chloride (5 mL) and heated to reflux for 15 min. Solvent was removed in vacuo, the residue redissolved in 30 mL acetone, and an aqueous solution of NaN3 (1.16 g, 17.6 mmol, 2.0 eq. in 10 mL H2O) added dropwise with external cooling by a water bath. The mixture was stirred for 1 hour, diluted with H2O, extracted twice with toluene, then the combined extracts washed with water and brine, and dried over Na2SO4. Thi...